This data is from the Open Reaction Database (ORD), a public repository of structured organic reaction records. The task is: describe an organic reaction: reactants, conditions, products, and yield The reactants are C(C)(C)(C)OC(N(CCCl)S(=O)(=O)C1=C(C=CC(=C1)Br)O)=O (tert-butyl[(5-bromo-2-hydroxyphenyl)sulphonyl](2-chloroethyl)-carbamate), C(=O)([O-])[O-].[K+].[K+] (K2CO3). Run in CCCCCCC (heptane), C(C)O (ethanol). Reaction conditions: time 1 hour. Yields the product BrC1=CC2=C(OCCNS2(=O)=O)C=C1 (8-bromo-3,4-dihydro-2H-5,1,2-benzoxathiazepine 1,1-dioxide). RXN SMILES: C(OC(=O)[N:7]([S:11]([C:14]1[CH:19]=[C:18]([Br:20])[CH:17]=[CH:16][C:15]=1[OH:21])(=[O:13])=[O:12])[CH2:8][CH2:9]Cl)(C)(C)C.C([O-])([O-])=O.[K+].[K+]>C(O)C.CCCCCCC>[Br:20][C:18]1[CH:17]=[CH:16][C:15]2[O:21][CH2:9][CH2:8][NH:7][S:11](=[O:13])(=[O:12])[C:14]=2[CH:19]=1 |f:1.2.3|. Reported procedure: 37 g (81 mmol) of the product obtained in Step D above are heated at reflux in the presence of 2.69 g (16 mmol) of KI and 33.6 g (240 mmol) of K2CO3 in 1.2 L of ethanol for about 18 hours. After cooling, the salts are filtered off and rinsed with acetone. After evaporation, the filtrate is taken up in water. The mixture is acidified with 1N HCl solution and then extracted 3 times with CH2Cl2. The organic phase is washed twice with brine, dried over MgSO4 and evaporated. The residue obtained (˜22... Reactants: C(/C1=CC=CC=C1)=C(\C(=O)O)/CC(=O)N1C[C@H]2CCCC[C@H]2C1 ((E)-2-benzylidene-3-(cis-hexahydro-2-isoindolinylcarbonyl)propionic acid), [N+](=[N-])=C (diazomethane). Run in C(C)OCC (diethyl ether), C(C)OCC (diethyl ether). Yields the product C(/C1=CC=CC=C1)=C(\C(=O)OC)/CC(=O)N1C[C@H]2CCCC[C@H]2C1 (methyl (E)-2-benzylidene-3-(cis-hexahydro-2-isoindolinylcarbonyl)propionate). As a reaction SMILES: [CH:1](=[C:8](/[CH2:12][C:13]([N:15]1[CH2:23][C@H:22]2[C@H:17]([CH2:18][CH2:19][CH2:20][CH2:21]2)[CH2:16]1)=[O:14])\[C:9]([OH:11])=[O:10])/[C:2]1[CH:7]=[CH:6][CH:5]=[CH:4][CH:3]=1.[N+](=[CH2:26])=[N-]>C(OCC)C>[CH:1](=[C:8](/[CH2:12][C:13]([N:15]1[CH2:16][C@H:17]2[C@H:22]([CH2:21][CH2:20][CH2:19][CH2:18]2)[CH2:23]1)=[O:14])\[C:9]([O:11][CH3:26])=[O:10])/[C:2]1[CH:3]=[CH:4][CH:5]=[CH:6][CH:7]=1. Procedure details: To a solution of (E)-2-benzylidene-3-(cis-hexahydro-2-isoindolinylcarbonyl)propionic acid (50 mg) in diethyl ether was added a solution of diazomethane in diethyl ether with stirring and the mixture was stirred at room temperature for 2 hours. The solvent was evaporated under reduced pressure to give 52 mg of methyl (E)-2-benzylidene-3-(cis-hexahydro-2-isoindolinylcarbonyl)propionate as a colorless viscous oil. Starting materials: [Na] (Sodium), C(C)O (ethanol), [Si](C1=CC=CC=C1)(C1=CC=CC=C1)(C(C)(C)C)OCCCC1C(O1)C1=CC=CC=C1 (3-[3-(t-butyldiphenylsilyloxy)propyl]-2phenyloxirane), C(C)O (ethanol), C(CC(=O)OC)(=O)OC (dimethyl malonate). Conditions: time 15 minute. The product is [Si](C1=CC=CC=C1)(C1=CC=CC=C1)(C(C)(C)C)OCCC[C@@H]1[C@H](C(C(O1)=O)C(=O)OCC)C1=CC=CC=C1 (ethyl (4R*,5R*)5-[3-(t-butyldiphenylsilyloxy)propyl]-2-oxo-4-phenyltetrahydro-3-furancarboxylate). Reaction SMILES: [Na].[C:2]([O:9]C)(=O)[CH2:3][C:4]([O:6][CH3:7])=[O:5].[Si:11]([O:28][CH2:29][CH2:30][CH2:31][CH:32]1[O:34][CH:33]1[C:35]1[CH:40]=[CH:39][CH:38]=[CH:37][CH:36]=1)([C:24]([CH3:27])([CH3:26])[CH3:25])([C:18]1[CH:23]=[CH:22][CH:21]=[CH:20][CH:19]=1)[C:12]1[CH:17]=[CH:16][CH:15]=[CH:14][CH:13]=1.[CH2:41](O)C>>[Si:11]([O:28][CH2:29][CH2:30][CH2:31][C@H:32]1[O:34][C:2](=[O:9])[CH:3]([C:4]([O:6][CH2:7][CH3:41])=[O:5])[C@@H:33]1[C:35]1[CH:40]=[CH:39][CH:38]=[CH:37][CH:36]=1)([C:24]([CH3:27])([CH3:26])[CH3:25])([C:12]1[CH:17]=[CH:16][CH:15]=[CH:14][CH:13]=1)[C:18]1[CH:19]=[CH:20][CH:21]=[CH:22][CH:23]=1 |^1:0|. Procedure: Sodium (0.64 g) was added to ethanol (30 ml) at ambient temperature, followed by dimethyl malonate (3.2 ml), and the resulting mixture was stirred at ambient temperature for 15 minutes. A solution of (2R*, 3R*)-3-[3-(t-butyldiphenylsilyloxy)propyl]-2phenyloxirane (2.90 g) in ethanol (30 ml) was added thereto. After being refluxed for 12 hours, the reaction mixture was evaporated in vacuo and the residue was dissolved in ethyl acetate. The organic solution was washed with lN hydrochloric acid, wa... Reactants: N1C(=NC=C1)C(N)=S (1H-Imidazole-2-carbothioic acid amide), BrCC(C(=O)OCC)=O (Ethyl bromopyruvate). Run at temperature 75 celsius. Yields the product C(C)OC(=O)C=1N=C(SC1)C=1NC=CN1 (2-(1H-Imidazole-2-yl)-thiazole-4-carboxylic acid ethyl ester). Isolated yield 57.1%. As a reaction SMILES: [NH:1]1[CH:5]=[CH:4][N:3]=[C:2]1[C:6](=[S:8])[NH2:7].Br[CH2:10][C:11](=O)[C:12]([O:14][CH2:15][CH3:16])=[O:13]>>[CH2:15]([O:14][C:12]([C:11]1[N:7]=[C:6]([C:2]2[NH:1][CH:5]=[CH:4][N:3]=2)[S:8][CH:10]=1)=[O:13])[CH3:16]. Procedure: A mixture of 1H-Imidazole-2-carbothioic acid amide (200 mg, 1.57 mmol) and Ethyl bromopyruvate (340 mg, 1.57 mmol) is heated at 75° C. for about 5 hours. After the volatiles are evaporated in vacuo, the residue is partitioned between Ethyl acetate (40 mL) and aqueous NaHCO3 (10 ML). The organic layer is separated, washed with water, dried and concentrated. The residue is purified on a silica gel column with 3% MeOH in CH2Cl2 as eluent to give 200 mg of the titled compound. 1H NMR (CDCl3): δ 8.15... Starting materials: ClCCl, [Na+], c1ccc(Sc2ccccc2)cc1, O=S(=O)(Cl)Cl, O=S([O-])O, Cc1ccc(C)c(O)c1. Yields the product Cc1cc(Cl)c(C)cc1O. As a reaction SMILES: [Cl:33][CH2:34][Cl:35].[Na+:32].[S:10]([c:11]1[cH:12][cH:13][cH:14][cH:15][cH:16]1)[c:17]1[cH:18][cH:19][cH:20][cH:21][cH:22]1.[S:23]([Cl:24])(=[O:25])([Cl:26])=[O:27].[S:28](=[O:29])([OH:30])[O-:31].[c:1]1([OH:9])[c:2]([CH3:8])[cH:3][cH:4][c:5]([CH3:7])[cH:6]1>>[c:1]1([OH:9])[c:2]([CH3:8])[cH:3][c:4]([Cl:26])[c:5]([CH3:7])[cH:6]1.